The task is: describe an organic reaction: reactants, conditions, products, and yield. This data is from the Open Reaction Database (ORD), a public repository of structured organic reaction records. Reactants: CCCCCCCCCCCCCCCC(=O)OC(=O)CCCCCCCCCCCCCCC, O=C([O-])O, CC[NH+](CC)CC, CC(C)O, O, [Pd], [Pt]. Yields the product CCCCCCCCCCCCCCCC(=O)[Pt]. RXN SMILES: [C:2]([CH2:3][CH2:4][CH2:5][CH2:6][CH2:7][CH2:8][CH2:9][CH2:10][CH2:11][CH2:12][CH2:13][CH2:14][CH2:15][CH2:16][CH3:17])([O:19][C:18](=[O:20])[CH2:21][CH2:22][CH2:23][CH2:24][CH2:25][CH2:26][CH2:27][CH2:28][CH2:29][CH2:30][CH2:31][CH2:32][CH2:33][CH2:34][CH3:35])=[O:36].[C:37](=[O:38])([OH:39])[O-:40].[CH2:41]([NH+:42]([CH2:43][CH3:44])[CH2:45][CH3:46])[CH3:47].[CH:49]([OH:50])([CH3:51])[CH3:52].[OH2:48].[Pd:53].[Pt:1]>>[Pt:1][C:2]([CH2:3][CH2:4][CH2:5][CH2:6][CH2:7][CH2:8][CH2:9][CH2:10][CH2:11][CH2:12][CH2:13][CH2:14][CH2:15][CH2:16][CH3:17])=[O:19]. The reactants are CC1=CC(=CC(=N1)O)OC1=CC(=C(C=C1)[N+](=O)[O-])NC (6-Methyl-4-[3-(methylamino)-4-nitrophenoxy]pyridin-2-ol), CI (methyl iodide). Reagents/catalysts: C([O-])([O-])=O.[Ag+2] (silver carbonate). Run in C(Cl)(Cl)Cl (chloroform). Product: COC1=NC(=CC(=C1)OC=1C=CC(=C(NC)C1)[N+](=O)[O-])C (5-[(2-Methoxy-6-methylpyridin-4-yl)oxy]-N-methyl-2-nitroaniline). Yield: 90.0%. As a reaction SMILES: [CH3:1][C:2]1[N:7]=[C:6]([OH:8])[CH:5]=[C:4]([O:9][C:10]2[CH:15]=[CH:14][C:13]([N+:16]([O-:18])=[O:17])=[C:12]([NH:19][CH3:20])[CH:11]=2)[CH:3]=1.[CH3:21]I>C(Cl)(Cl)Cl.C(=O)([O-])[O-].[Ag+2]>[CH3:21][O:8][C:6]1[CH:5]=[C:4]([O:9][C:10]2[CH:15]=[CH:14][C:13]([N+:16]([O-:18])=[O:17])=[C:12]([CH:11]=2)[NH:19][CH3:20])[CH:3]=[C:2]([CH3:1])[N:7]=1 |f:3.4|. Procedure: A solution of 6-methyl-4-[3-(methylamino)-4-nitrophenoxy]pyridin-2-ol produced in Example (17a) (7.85 g, 18.7 mmol), methyl iodide (4.66 mL, 74.8 mmol) and silver carbonate (10.32 g, 37.4 mmol) in chloroform (100 mL) was stirred in a nitrogen atmosphere at room temperature for five days. The insoluble matter was separated by filtration and the filtrate was concentrated under reduced pressure. Then, the residue was purified by silica gel chromatography (hexane/ethyl acetate, 5:1) to obtain the ti...